This data is from the Open Reaction Database (ORD), a public repository of structured organic reaction records. The task is: describe an organic reaction: reactants, conditions, products, and yield The reactants are CC(C)(C)OC(=O)NCCN1CC2CN(CC(O)COc3ccc(C#N)cc3)CC(C1)O2, ClCCl, [K+], [K+], O=C([O-])[O-], O=C(O)C(F)(F)F. Product: N#Cc1ccc(OCC(O)CN2CC3CN(CCN)CC(C2)O3)cc1. As a reaction SMILES: [C:1](#[N:2])[c:3]1[cH:4][cH:5][c:6]([O:7][CH2:8][CH:9]([CH2:10][N:11]2[CH2:12][CH:13]3[CH2:14][N:15]([CH2:20][CH2:21][NH:22][C:23](=[O:24])[O:25][C:26]([CH3:27])([CH3:28])[CH3:29])[CH2:16][CH:17]([CH2:18]2)[O:19]3)[OH:30])[cH:31][cH:32]1.[Cl:46][CH2:47][Cl:48].[K+:40].[K+:41].[O-:42][C:43]([O-:44])=[O:45].[OH:33][C:34]([C:35]([F:36])([F:37])[F:38])=[O:39]>>[C:1](#[N:2])[c:3]1[cH:4][cH:5][c:6]([O:7][CH2:8][CH:9]([CH2:10][N:11]2[CH2:12][CH:13]3[CH2:14][N:15]([CH2:20][CH2:21][NH2:22])[CH2:16][CH:17]([CH2:18]2)[O:19]3)[OH:30])[cH:31][cH:32]1. The reactants are CC[N+](CC)(CC)Cc1ccccc1, CCCCO, CC[Si](Cl)(CC)CC, Cc1ccc(C)cc1, [Cl-], Cl. The product is CCCCO[Si](CC)(CC)CC. RXN SMILES: [CH2:16]([N+:17]([CH2:18][CH3:19])([CH2:20][CH3:21])[CH2:22][c:23]1[cH:24][cH:25][cH:26][cH:27][cH:28]1)[CH3:29].[CH2:1]([CH2:2][CH2:3][CH3:4])[OH:5].[CH2:6]([CH3:7])[Si:8]([Cl:9])([CH2:10][CH3:11])[CH2:12][CH3:13].[CH3:30][c:31]1[cH:32][cH:33][c:34]([CH3:35])[cH:36][cH:37]1.[Cl-:15].[ClH:14]>>[CH2:1]([CH2:2][CH2:3][CH3:4])[O:5][Si:8]([CH2:6][CH3:7])([CH2:10][CH3:11])[CH2:12][CH3:13]. Run at time 16 hour. Reaction SMILES: [CH3:1]/[C:2](/[CH2:6][CH2:7][CH:8]=[C:9]([CH3:11])[CH3:10])=[CH:3]\[CH2:4][OH:5].[OH-].[K+].Cl[CH2:15][C:16]([C:18]1[CH:23]=[C:22]([CH:24]([CH3:26])[CH3:25])[C:21]([OH:27])=[C:20]([CH:28]([CH3:30])[CH3:29])[CH:19]=1)=[O:17].Cl>CN1CCCC1=O>[CH3:1]/[C:2](/[CH2:6][CH2:7][CH:8]=[C:9]([CH3:11])[CH3:10])=[CH:3]\[CH2:4][O:5][CH2:15][C:16]([C:18]1[CH:19]=[C:20]([CH:28]([CH3:30])[CH3:29])[C:21]([OH:27])=[C:22]([CH:24]([CH3:26])[CH3:25])[CH:23]=1)=[O:17] |f:1.2|. Run in CN1C(CCC1)=O (N-methylpyrrolidone), CN1C(CCC1)=O (N-methylpyrrolidone). Starting materials: Cl (HCl), C\C(=C/CO)\CCC=C(C)C ((E)-3,7-dimethyl-octa-2,6-dien-1-ol), [OH-].[K+] (potassium hydroxide), ClCC(=O)C1=CC(=C(C(=C1)C(C)C)O)C(C)C (2-chloro-1-(4-hydroxy-3,5-di-iso-propylphenyl)-ethanone). Procedure details: To a solution of 86.4 g (560 mmol) of (E)-3,7-dimethyl-octa-2,6-dien-1-ol and 64.5 g (1150 mmol) of potassium hydroxide in 150 ml of N-methylpyrrolidone a solution of 58.59 g (230 mmol) of 2-chloro-1-(4-hydroxy-3,5-di-iso-propylphenyl)-ethanone in 100 ml of N-methylpyrrolidone is added dropwise at room temperature and under inert atmosphere. After the addition is completed stirring is continued for additional 16 hours. Then the reaction mixture is acidified with 1N HCl and extracted with ethyl a... Yield: 52.9%. Product: C\C(=C/COCC(=O)C1=CC(=C(C(=C1)C(C)C)O)C(C)C)\CCC=C(C)C (2-[(E)-3,7-dimethyl-octa-2,6-dienyloxy]-1-(4-hydroxy-3,5-di-isopropyl-phenyl)-ethanone). Reactants: COC1=C(C=CC(=C1)CNCCCNCCCCNCCCNCC2=CC(=C(C=C2)O)OC)O.C(C)(C)(C)OC(=O)N1C(C2=C(CC1)N(C(=C2)C2=CC=NC=C2)CCCNC(=O)OCC2=CC=CC=C2)=O (DL-6 (3-benzyloxycarbonylamino-propyl)-4-oxo-2-pyridin-4-yl-1,4,6,7-tetrahydro-pyrrolo[3,2-c]pyridine-5-carboxylic acid tert-butyl ester), CCO (EtOH). Run at time 4 hour. Run in C1=CCCCC1 (cyclohexene). Reaction SMILES: [CH3:1][O:2][C:3]1[CH:8]=[C:7]([CH2:9][NH:10][CH2:11][CH2:12][CH2:13][NH:14][CH2:15][CH2:16][CH2:17][CH2:18][NH:19][CH2:20][CH2:21][CH2:22][NH:23][CH2:24][C:25]2[CH:30]=[CH:29][C:28]([OH:31])=[C:27]([O:32][CH3:33])[CH:26]=2)[CH:6]=[CH:5][C:4]=1[OH:34].C(OC([N:42]1[CH2:47][CH2:46][C:45]2[N:48]([CH2:57][CH2:58][CH2:59][NH:60]C(OCC3C=CC=CC=3)=O)[C:49]([C:51]3[CH:56]=[CH:55][N:54]=[CH:53][CH:52]=3)=[CH:50][C:44]=2[C:43]1=[O:71])=O)(C)(C)C.CCO>C1CCCCC=1.[Pd]>[CH3:33][O:32][C:27]1[CH:26]=[C:25]([CH2:24][NH:23][CH2:22][CH2:21][CH2:20][NH:19][CH2:18][CH2:17][CH2:16][CH2:15][NH:14][CH2:13][CH2:12][CH2:11][NH:10][CH2:9][C:7]2[CH:6]=[CH:5][C:4]([OH:34])=[C:3]([O:2][CH3:1])[CH:8]=2)[CH:30]=[CH:29][C:28]=1[OH:31].[NH2:60][CH2:59][CH2:58][CH2:57][N:48]1[C:45]2[CH2:46][CH2:47][NH:42][C:43](=[O:71])[C:44]=2[CH:50]=[C:49]1[C:51]1[CH:52]=[CH:53][N:54]=[CH:55][CH:56]=1 |f:0.1,5.6|. Reagents/catalysts: [Pd] (Pd on carbon). Yields the product COC1=C(C=CC(=C1)CNCCCNCCCCNCCCNCC2=CC(=C(C=C2)O)OC)O.NCCCN1C(=CC=2C(NCCC21)=O)C2=CC=NC=C2 (DL-6 (3-amino-propyl)-2-pyridin-4-yl-1,5,6,7-tetrahydro-pyrrolo[3,2-c]pyridin-4-one). Reported procedure: DL-6-(3-benzyloxycarbonylamino-propyl)-4-oxo-2-pyridin-4-yl-1,4,6,7-tetrahydro-pyrrolo[3,2-c]pyridine-5-carboxylic acid tert-butyl ester (0.4 g) was dissolved in cyclohexene (10 mL) and absolute EtOH (20 mL), 10% Pd on carbon (0.2 g) was added and the mixture was refluxed for 1.5 hours. After filtration through celite and solvent evaporation under reduced pressure, the compound was treated with 4N HCl in dioxane (20 mL) for 2.5 hours at room temperature. The solution was concentrated and the res... Reported procedure: A suspension of 208.4 g (0.8 mol) of 2-chloro-5-fluoro-4-morpholinonitrobenzene in 516.6 g (0.88 mol) of tri(methyltetraethoxy)amine and 105 g of methanol, together with 18 g of a palladium/activated carbon catalyst (5% by weight of palladium, 50% water-moist) is introduced, at room temperature into a 2000 ml autoclave fitted with gas-dispersion stirrer. The autoclave is closed and rendered inert using nitrogen, and the mixture is reacted at a reaction temperature of from 80 to 100° C. at a hydr... Reagents/catalysts: [Pd] (palladium). RXN SMILES: Cl[C:2]1[CH:7]=[C:6]([N:8]2[CH2:13][CH2:12][O:11][CH2:10][CH2:9]2)[C:5]([F:14])=[CH:4][C:3]=1[N+:15]([O-])=O.[H][H].ClC(O[CH2:24][C:25]1[CH:30]=[CH:29][CH:28]=[CH:27][CH:26]=1)=O.[OH-:31].[Na+].[CH3:33][OH:34]>[Pd].O>[C:33]([N:15]([CH2:24][C:25]1[CH:30]=[CH:29][CH:28]=[CH:27][CH:26]=1)[C:3]1[CH:2]=[CH:7][C:6]([N:8]2[CH2:13][CH2:12][O:11][CH2:10][CH2:9]2)=[C:5]([F:14])[CH:4]=1)([OH:34])=[O:31] |f:3.4|. Reactants: ClC1=C(C=C(C(=C1)N1CCOCC1)F)[N+](=O)[O-] (2-chloro-5-fluoro-4-morpholinonitrobenzene), tri(methyltetraethoxy)amine, CO (methanol), [OH-].[Na+] (NaOH), ClC(=O)OCC1=CC=CC=C1 (benzyl chloroformate), [H][H] (hydrogen), [H][H] (hydrogen). Reaction conditions: temperature 50 celsius, time 15 minute. Solvent: O (water). The product is C(=O)(O)N(C1=CC(=C(C=C1)N1CCOCC1)F)CC1=CC=CC=C1 (N-Carboxybenzyl-3-fluoro-4-morpholinoaniline). The reactants are C(C)(C)(C)OC(=O)N([C@H](C(=O)N[C@H](C(=O)N1[C@@H](CC=2C1=NC=CC2)COS(=O)(=O)C2=CC=C(C=C2)C)C(C)C)C)C (toluene-4-sulfonic acid (S)-1-{(S)-2-[(S)-2-(tert-butoxycarbonyl-methyl-amino)-propionylamino]-3-methyl-butyryl}-2,3-dihydro-1H-pyrrolo[2,3-b]pyridin-2-ylmethyl ester), C(C)(C)(C)OC(=O)N([C@H](C(=O)N[C@H](C(=O)N1[C@@H](CC=2C1=NC=CC2)COS(=O)(=O)C2=CC=C(C=C2)C)C(C)C)C)C (toluene-4-sulfonic acid (S)-1-{(S)-2-[(S)-2-(tert-butoxycarbonyl-methyl-amino)-propionylamino]-3-methyl-butyryl}-2,3-dihydro-1H-pyrrolo[2,3-b]pyridin-2-ylmethyl ester), [N-]=[N+]=[N-].[Na+] (NaN3). Run in CN(C)C=O (DMF). Conditions: temperature 90 celsius. Product: C(C)(C)(C)OC(N(C)[C@@H](C)C(N[C@@H](C(C)C)C(=O)N1[C@@H](CC=2C1=NC=CC2)CN=[N+]=[N-])=O)=O ({(S)-1-[(S)-1-((S)-2-azidomethyl-2,3-dihydro-pyrrolo[2,3-b]pyridine-1-carbonyl)-2-methyl-propylcarbamoyl]-ethyl}-methyl-carbamic acid tert-butyl ester). The yield is 89.6%. Reaction SMILES: [C:1]([O:5][C:6]([N:8]([CH3:41])[C@@H:9]([CH3:40])[C:10]([NH:12][C@@H:13]([CH:37]([CH3:39])[CH3:38])[C:14]([N:16]1[C:20]2=[N:21][CH:22]=[CH:23][CH:24]=[C:19]2[CH2:18][C@H:17]1[CH2:25]OS(C1C=CC(C)=CC=1)(=O)=O)=[O:15])=[O:11])=[O:7])([CH3:4])([CH3:3])[CH3:2].[N-:42]=[N+:43]=[N-:44].[Na+]>CN(C=O)C>[C:1]([O:5][C:6](=[O:7])[N:8]([C@H:9]([C:10](=[O:11])[NH:12][C@H:13]([C:14]([N:16]1[C:20]2=[N:21][CH:22]=[CH:23][CH:24]=[C:19]2[CH2:18][C@H:17]1[CH2:25][N:42]=[N+:43]=[N-:44])=[O:15])[CH:37]([CH3:39])[CH3:38])[CH3:40])[CH3:41])([CH3:4])([CH3:2])[CH3:3] |f:1.2|. Reported procedure: To a stirred solution of toluene-4-sulfonic acid (S)-1-{(S)-2-[(S)-2-(tert-butoxycarbonyl-methyl-amino)-propionylamino]-3-methyl-butyryl}-2,3-dihydro-1H-pyrrolo[2,3-b]pyridin-2-ylmethyl ester (Intermediate 2) (200 mg, 0.34 mmol) in DMF (4 mL) was added NaN3 (26.53 mg, 0.408 mmol) and the resulting mixture was heated at 90° C. for 3 h. The reaction was concentrated in vacuo and the obtained residue was dissolved in ethyl acetate (25 mL) and washed with water and brine, dried (Na2SO4) and concentr... Starting materials: O=C(OCc1ccccc1)C1Cn2ccc3c(C4C(=O)NC(=O)C4c4c[nH]c5ccccc45)ccc(c32)CN1, CO, [H][H]. Product: O=C1NC(=O)C(c2ccc3c4c2ccn4CCNC3)C1c1c[nH]c2ccccc12. RXN SMILES: [CH2:1]([O:2][C:3](=[O:4])[CH:11]1[CH2:12][n:13]2[cH:14][cH:15][c:16]3[c:17]([CH:24]4[C:25](=[O:39])[NH:26][C:27](=[O:38])[CH:28]4[c:29]4[cH:30][nH:31][c:32]5[cH:33][cH:34][cH:35][cH:36][c:37]45)[cH:18][cH:19][c:20]([c:21]23)[CH2:22][NH:23]1)[c:5]1[cH:6][cH:7][cH:8][cH:9][cH:10]1.[CH3:42][OH:43].[H:40][H:41]>>[CH2:11]1[CH2:12][n:13]2[cH:14][cH:15][c:16]3[c:17]([CH:24]4[C:25](=[O:39])[NH:26][C:27](=[O:38])[CH:28]4[c:29]4[cH:30][nH:31][c:32]5[cH:33][cH:34][cH:35][cH:36][c:37]45)[cH:18][cH:19][c:20]([c:21]23)[CH2:22][NH:23]1.